From a dataset of the Open Reaction Database (ORD), a public repository of structured organic reaction records. describe an organic reaction: reactants, conditions, products, and yield The reactants are CC(CNS(=O)(=O)C(C)C)OC1=CC=C(C=C1)C1=CC=C(C(=O)OC)C=C1 (Methyl 4-[4-(1-methyl-2-{[(methylethyl)sulfonyl]amino}ethoxy)phenyl]benzoate), [OH-].[Li+] (lithium hydroxide), C1CCOC1 (THF), CO (methanol). The solvent is O (water). Reaction conditions: time 8 hour. The product is CC(CNS(=O)(=O)C(C)C)OC1=CC=C(C=C1)C1=CC=C(C(=O)O)C=C1 (4-[4-(1-methyl-2-{[(methylethyl)sulfonyl]amino}ethoxy)phenyl]benzoic acid). The yield is 292.5%. As a reaction SMILES: [CH3:1][CH:2]([O:11][C:12]1[CH:17]=[CH:16][C:15]([C:18]2[CH:27]=[CH:26][C:21]([C:22]([O:24]C)=[O:23])=[CH:20][CH:19]=2)=[CH:14][CH:13]=1)[CH2:3][NH:4][S:5]([CH:8]([CH3:10])[CH3:9])(=[O:7])=[O:6].[OH-].[Li+].C1COCC1.CO>O>[CH3:1][CH:2]([O:11][C:12]1[CH:17]=[CH:16][C:15]([C:18]2[CH:19]=[CH:20][C:21]([C:22]([OH:24])=[O:23])=[CH:26][CH:27]=2)=[CH:14][CH:13]=1)[CH2:3][NH:4][S:5]([CH:8]([CH3:9])[CH3:10])(=[O:7])=[O:6] |f:1.2|. Reported procedure: Methyl 4-[4-(1-methyl-2-{[(methylethyl)sulfonyl]amino}ethoxy)phenyl]benzoate (30 mg, 0.077 mmol), lithium hydroxide (11 mg, 0.268 mmol), THF (1.2 mL), methanol (0.4 mL) and deionized water (0.4 mL) were combined in a 15 mL round bottomed flask and stirred at room temperature overnight. The reaction mixture was concentrated in-vacuo, and dissolved in 1 N sodium hydroxide. This solution was acidified (pH=2) with 1 N hydrochloric acid, and was extracted three times with methylene chloride. The orga... The reactants are CC(C)(C)OC(=O)NCCNC(=O)C(CCCNC(=O)CNC(=O)OCc1ccccc1)NC(=O)OC(C)(C)C, CCO. Product: CC(C)(C)OC(=O)NCCNC(=O)C(CCCNC(=O)CN)NC(=O)OC(C)(C)C. As a reaction SMILES: [CH2:1]([O:2][C:3](=[O:4])[NH:11][CH2:12][C:13](=[O:14])[NH:15][CH2:16][CH2:17][CH2:18][CH:19]([NH:20][C:21](=[O:22])[O:23][C:24]([CH3:25])([CH3:26])[CH3:27])[C:28](=[O:29])[NH:30][CH2:31][CH2:32][NH:33][C:34](=[O:35])[O:36][C:37]([CH3:38])([CH3:39])[CH3:40])[c:5]1[cH:6][cH:7][cH:8][cH:9][cH:10]1.[CH3:41][CH2:42][OH:43]>>[NH2:11][CH2:12][C:13](=[O:14])[NH:15][CH2:16][CH2:17][CH2:18][CH:19]([NH:20][C:21](=[O:22])[O:23][C:24]([CH3:25])([CH3:26])[CH3:27])[C:28](=[O:29])[NH:30][CH2:31][CH2:32][NH:33][C:34](=[O:35])[O:36][C:37]([CH3:38])([CH3:39])[CH3:40].